From a dataset of the Open Reaction Database (ORD), a public repository of structured organic reaction records. describe an organic reaction: reactants, conditions, products, and yield Reactants: [Al+3], CCOC(=O)c1cnn(Cc2ccccc2)c1-c1ccccc1, CCCCCC, [H-], [H-], [H-], [H-], [Li+], [Na+], [Na+], C1CCOC1, O, O, O, O, O, O, O, O, O, O, O=S(=O)([O-])[O-]. Product: OCc1cnn(Cc2ccccc2)c1-c1ccccc1. Reaction SMILES: [Al+3:2].[CH2:7]([c:8]1[cH:9][cH:10][cH:11][cH:12][cH:13]1)[n:14]1[n:15][cH:16][c:17]([C:25](=[O:26])[O:27][CH2:28][CH3:29])[c:18]1-[c:19]1[cH:20][cH:21][cH:22][cH:23][cH:24]1.[CH3:47][CH2:48][CH2:49][CH2:50][CH2:51][CH3:52].[H-:1].[H-:4].[H-:5].[H-:6].[Li+:3].[Na+:45].[Na+:46].[O:53]1[CH2:54][CH2:55][CH2:56][CH2:57]1.[OH2:30].[OH2:31].[OH2:32].[OH2:33].[OH2:34].[OH2:35].[OH2:36].[OH2:37].[OH2:38].[OH2:39].[S:40]([O-:41])([O-:42])(=[O:43])=[O:44]>>[CH2:7]([c:8]1[cH:9][cH:10][cH:11][cH:12][cH:13]1)[n:14]1[n:15][cH:16][c:17]([CH2:25][OH:26])[c:18]1-[c:19]1[cH:20][cH:21][cH:22][cH:23][cH:24]1.